This data is from the Open Reaction Database (ORD), a public repository of structured organic reaction records. The task is: describe an organic reaction: reactants, conditions, products, and yield Reactants: N1CC(CCC1)N1C(NC=2C1=C1C(=NC2)NC=C1)=O (1-piperidin-3-yl-3,6-dihydroimidazo[4,5-d]-pyrrolo[2,3-b]pyridin-2(1H)-one), ON1N=NC2=C1C=CC=C2 (1-hydroxybenzotriazole), C(CC=C)(=O)O (3-but-enoic acid), N=C=N (Carbodiimide), C(C(CO)(CO)N)O (Trisamine), [N-]=C=O (Isocyanate). Conditions: time 16 hour. Product: C(CC=C)(=O)N1CC(CCC1)N1C(NC=2C1=C1C(=NC2)NC=C1)=O (1-(1-but-3-enoylpiperidin-3-yl)-3,6-dihydroimidazo[4,5-d]pyrrolo[2,3-b]pyridin-2(1H)-one). Reaction SMILES: [NH:1]1[CH2:6][CH2:5][CH2:4][CH:3]([N:7]2[C:11]3=[C:12]4[CH:18]=[CH:17][NH:16][C:13]4=[N:14][CH:15]=[C:10]3[NH:9][C:8]2=[O:19])[CH2:2]1.ON1C2C=CC=CC=2N=N1.[C:30](O)(=[O:34])[CH2:31][CH:32]=[CH2:33].N=C=N.C(O)C(N)(CO)CO.[N-]=C=O>>[C:30]([N:1]1[CH2:6][CH2:5][CH2:4][CH:3]([N:7]2[C:11]3=[C:12]4[CH:18]=[CH:17][NH:16][C:13]4=[N:14][CH:15]=[C:10]3[NH:9][C:8]2=[O:19])[CH2:2]1)(=[O:34])[CH2:31][CH:32]=[CH2:33]. Procedure details: A mixture of 1-piperidin-3-yl-3,6-dihydroimidazo[4,5-d]-pyrrolo[2,3-b]pyridin-2(1H)-one (0.030M solution in N,N-dimethylformamide, 1.00 mL), 1-hydroxybenzotriazole (4.1 mg, 0.030 mmol), 3-but-enoic acid (0.50M solution in NMP, 0.080 mL), and PS-Carbodiimide (Argonaut technologies,50 mg) was agitated at ambient temperature for 16 hours. PS-Trisamine (Argonaut technologies, 50 mg), PS-Isocyanate (50 mg) was added and the reaction agitated at ambient temperature for a further 2 hours and filtered. ...